Dataset: the Open Reaction Database (ORD), a public repository of structured organic reaction records. Task: describe an organic reaction: reactants, conditions, products, and yield RXN SMILES: [C:1]1([C:7]2[O:11][N:10]=[C:9]([CH2:12][O:13][C:14]3[CH:19]=[CH:18][C:17]([C:20]4[O:24][N:23]=[C:22](CC(C)(C)C([O-])=O)[CH:21]=4)=[CH:16][CH:15]=3)[CH:8]=2)[CH:6]=[CH:5][CH:4]=[CH:3][CH:2]=1.C[OH:33]>CO.[OH-].[K+]>[C:1]1([C:7]2[O:11][N:10]=[C:9]([CH2:12][O:13][C:14]3[CH:19]=[CH:18][C:17]([C:20]4[O:24][N:23]=[C:22]([OH:33])[CH:21]=4)=[CH:16][CH:15]=3)[CH:8]=2)[CH:6]=[CH:5][CH:4]=[CH:3][CH:2]=1 |f:2.3.4|. Run in CO.[OH-].[K+] (potassium hydroxide methanol). Conditions: time 1 hour. Yields the product C1(=CC=CC=C1)C1=CC(=NO1)COC1=CC=C(C=C1)C1=CC(=NO1)O (5-(4-((5-phenylisoxazol-3-yl)methoxy)phenyl)isoxazol-3-ol). Reactants: C1(=CC=CC=C1)C1=CC(=NO1)COC1=CC=C(C=C1)C1=CC(=NO1)CC(C(=O)[O-])(C)C (5-(4-((5-phenylisoxazol-3-yl)methoxy)phenyl)isoxazol-3-ylpivalate), CO (methanol). Reported procedure: To a solution of 5-(4-((5-phenylisoxazol-3-yl)methoxy)phenyl)isoxazol-3-ylpivalate (21 mg) in methanol (2 ml), 0.4 ml of 5M potassium hydroxide methanol solution was added, and the reaction solution was stirred at room temperature for 1 hour. The reaction solution was neutralized, then extracted with chloroform, and dried over anhydrous sodium sulfate. The solvent was distilled off under reduced pressure, and the residue obtained was purified through reversed phase medium pressure liquid chromat... Starting materials: ClC=C(Cl)Cl (trichloroethylene), C(CCCCCCCCCCCCCCC)(=O)C([C@@H](O)[C@@H](O)[C@H](O)[C@H](O)C(O)C(CCCCCCCCCCCCCCC)=O)O (1,6-dipalmitoyl-D-mannitol), benzene boronic acid anhydride. The solvent is N1=CC=CC=C1 (pyridine). Run at temperature -18 celsius, time 4 hour. Product: C(CCCCCCCCCCCCCCC)(=O)C([C@@](O)([C@@H](O)[C@H](O)[C@](O)(C(O)C(CCCCCCCCCCCCCCC)=O)C(CCCCCCC\C=C/CCCCCCCC)=O)C(CCCCCCC\C=C/CCCCCCCC)=O)O (1,6-dipalmitoyl-2,5-dioleoyl-D-mannitol). Reaction SMILES: [C:1]([CH:18]([OH:46])[C@H:19]([C@H:21]([C@@H:23]([C@@H:25]([CH:27]([C:29](=[O:45])[CH2:30][CH2:31][CH2:32][CH2:33][CH2:34][CH2:35][CH2:36][CH2:37][CH2:38][CH2:39][CH2:40][CH2:41][CH2:42][CH2:43][CH3:44])[OH:28])[OH:26])[OH:24])[OH:22])[OH:20])(=[O:17])[CH2:2][CH2:3][CH2:4][CH2:5][CH2:6][CH2:7][CH2:8][CH2:9][CH2:10][CH2:11][CH2:12][CH2:13][CH2:14][CH2:15][CH3:16].Cl[CH:48]=[C:49](Cl)Cl>N1C=CC=CC=1>[C:1]([CH:18]([OH:46])[C@:19]([C:1](=[O:17])[CH2:2][CH2:3][CH2:4][CH2:5][CH2:6][CH2:7][CH2:8]/[CH:9]=[CH:10]\[CH2:11][CH2:12][CH2:13][CH2:14][CH2:15][CH2:16][CH2:48][CH3:49])([C@H:21]([C@@H:23]([C@@:25]([C:19](=[O:20])[CH2:21][CH2:23][CH2:25][CH2:27][CH2:29][CH2:30][CH2:31]/[CH:32]=[CH:33]\[CH2:34][CH2:35][CH2:36][CH2:37][CH2:38][CH2:39][CH2:40][CH3:41])([CH:27]([C:29](=[O:45])[CH2:30][CH2:31][CH2:32][CH2:33][CH2:34][CH2:35][CH2:36][CH2:37][CH2:38][CH2:39][CH2:40][CH2:41][CH2:42][CH2:43][CH3:44])[OH:28])[OH:26])[OH:24])[OH:22])[OH:20])(=[O:17])[CH2:2][CH2:3][CH2:4][CH2:5][CH2:6][CH2:7][CH2:8][CH2:9][CH2:10][CH2:11][CH2:12][CH2:13][CH2:14][CH2:15][CH3:16]. Procedure: 3.3 g of 1,6-dipalmitoyl-D-mannitol and 0.53 of benzene boronic acid anhydride was added to a solution containing 20 ml of pyridine and 20 ml of trichloroethylene, and the mixture was dried with 5 g of molecular sieves. The mixture was cooled at -18° C. and 3.3 g of oleoyl chloride, dissolved in 10 ml of trichloroethylene, was added. The mixture was left standing over night at -18° C. and for four hours at room temperature. The reaction mixture was washed with 120 ml of 2 N hydrochloric acid and... Reactants: CCc1cc(-c2nc(-c3cc(C)c(CCC(=O)OC(C)(C)C)c(CC)c3)no2)cc(C)n1, Cl. Yields the product CCc1cc(-c2nc(-c3cc(C)c(CCC(=O)O)c(CC)c3)no2)cc(C)n1. Reaction SMILES: [C:1]([CH3:2])([CH3:3])([CH3:4])[O:5][C:6]([CH2:7][CH2:8][c:9]1[c:10]([CH2:30][CH3:31])[cH:11][c:12](-[c:16]2[n:17][o:18][c:19](-[c:21]3[cH:22][c:23]([CH2:28][CH3:29])[n:24][c:25]([CH3:27])[cH:26]3)[n:20]2)[cH:13][c:14]1[CH3:15])=[O:32].[ClH:33]>>[O:5]=[C:6]([CH2:7][CH2:8][c:9]1[c:10]([CH2:30][CH3:31])[cH:11][c:12](-[c:16]2[n:17][o:18][c:19](-[c:21]3[cH:22][c:23]([CH2:28][CH3:29])[n:24][c:25]([CH3:27])[cH:26]3)[n:20]2)[cH:13][c:14]1[CH3:15])[OH:32].